From a dataset of the Open Reaction Database (ORD), a public repository of structured organic reaction records. describe an organic reaction: reactants, conditions, products, and yield Reactants: Cl.C(C1=CC=CC=C1)OC(=O)N(C)CC=1NCCN1 (4,5-dihydro-2-(N-benzyloxycarbonyl-N-methylaminomethyl)imidazole hydrochloride), solution, Br (HBr). Run in C(C)(=O)O (acetic acid), C(C)(=O)O (acetic acid), CCOCC (ether). Run at time 0.5 hour. Product: Br.Br.CNCC=1NCCN1 (2-(N-methylaminomethyl)-4,5-dihydro-1H-imidazole dihydrobromide). RXN SMILES: Cl.C(O[C:10]([N:12]([CH2:14][C:15]1[NH:16][CH2:17][CH2:18][N:19]=1)C)=O)C1C=CC=CC=1.[BrH:20]>C(O)(=O)C.CCOCC>[BrH:20].[BrH:20].[CH3:10][NH:12][CH2:14][C:15]1[NH:19][CH2:18][CH2:17][N:16]=1 |f:0.1,5.6.7|. Procedure details: A solution of 4,5-dihydro-2-(N-benzyloxycarbonyl-N-methylaminomethyl)imidazole hydrochloride (2.0 g) in 2 ml glacial acetic acid was added dropwise to 10 ml of a 30% solution of HBr in acetic acid. After stirring 0.5 hour the reaction was diluted gradually with 15 ml of ether. The mixture was then stirred 24 hours at ambient temperature. The product separated as a white solid which was collected on a filter, washed with ether, and dried. The yield was 1.97 g, m.p. 181°-183° C. The reactants are FC1=CC=C2C(=C(C(=NC2=C1)C1=NC=CC=C1)C)N1CC2(C3=NC=C(C=C31)N3CCOCC3)CCOCC2 (1′-(7-fluoro-3-methyl-2-(2-pyridinyl)-4-quinolinyl)-6′-(4-morpholinyl)-1′,2,2′,3,5,6-hexahydrospiro[pyran-4,3′-pyrrolo[3,2-b]pyridine]), BrN1C(CCC1=O)=O (N-bromosuccinimide). The solvent is C(C)#N (acetonitrile), C(C)#N (acetonitrile). Reaction conditions: time 15 minute. Product: BrC1=C(C=C2C(=N1)C1(CN2C2=C(C(=NC3=CC(=CC=C23)F)C2=NC=CC=C2)C)CCOCC1)N1CCOCC1 (5′-bromo-1′-(7-fluoro-3-methyl-2-(2-pyridinyl)-4-quinolinyl)-6′-(4-morpholinyl)-1′,2,2′,3,5,6-hexahydrospiro[pyran-4,3′-pyrrolo[3,2-b]pyridine]). RXN SMILES: [F:1][C:2]1[CH:11]=[C:10]2[C:5]([C:6]([N:19]3[C:27]4[C:22](=[N:23][CH:24]=[C:25]([N:28]5[CH2:33][CH2:32][O:31][CH2:30][CH2:29]5)[CH:26]=4)[C:21]4([CH2:38][CH2:37][O:36][CH2:35][CH2:34]4)[CH2:20]3)=[C:7]([CH3:18])[C:8]([C:12]3[CH:17]=[CH:16][CH:15]=[CH:14][N:13]=3)=[N:9]2)=[CH:4][CH:3]=1.[Br:39]N1C(=O)CCC1=O>C(#N)C>[Br:39][C:24]1[N:23]=[C:22]2[C:21]3([CH2:38][CH2:37][O:36][CH2:35][CH2:34]3)[CH2:20][N:19]([C:6]3[C:5]4[C:10](=[CH:11][C:2]([F:1])=[CH:3][CH:4]=4)[N:9]=[C:8]([C:12]4[CH:17]=[CH:16][CH:15]=[CH:14][N:13]=4)[C:7]=3[CH3:18])[C:27]2=[CH:26][C:25]=1[N:28]1[CH2:29][CH2:30][O:31][CH2:32][CH2:33]1. Procedure: To a stirred solution of 1′-(7-fluoro-3-methyl-2-(2-pyridinyl)-4-quinolinyl)-6′-(4-morpholinyl)-1′,2,2′,3,5,6-hexahydrospiro[pyran-4,3′-pyrrolo[3,2-b]pyridine] (250 mg, 0.489 mmol) in acetonitrile (6 mL) at 0° C. was added dropwise via syringe over 5 min a solution of N-bromosuccinimide (87 mg, 0.489 mmol) in acetonitrile (4 mL). The reaction was stirred at this temperature for 15 min. After this time the reaction was partitioned between EtOAc (40 mL) and water (15 mL). The separated organic lay... Starting materials: Cc1c(Cl)c(C(F)(F)F)nn1C(=O)OC(C)(C)C, ClCCl, Cl, C1COCCO1. Yields the product Cc1c(Cl)c(C(F)(F)F)nn1C(=O)O. Reaction SMILES: [C:1]([CH3:2])([CH3:3])([CH3:4])[O:5][C:6](=[O:7])[n:8]1[n:9][c:10]([C:15]([F:16])([F:17])[F:18])[c:11]([Cl:14])[c:12]1[CH3:13].[Cl:26][CH2:27][Cl:28].[ClH:19].[O:20]1[CH2:21][CH2:22][O:23][CH2:24][CH2:25]1>>[O:5]=[C:6]([OH:7])[n:8]1[n:9][c:10]([C:15]([F:16])([F:17])[F:18])[c:11]([Cl:14])[c:12]1[CH3:13]. Reactants: Brc1ccc(C2CC2)cc1, C1CCNCC1, C#CCCO. The product is OCCC#Cc1ccc(C2CC2)cc1. RXN SMILES: [Br:6][c:7]1[cH:8][cH:9][c:10]([CH:13]2[CH2:14][CH2:15]2)[cH:11][cH:12]1.[CH2:16]1[CH2:17][CH2:18][NH:19][CH2:20][CH2:21]1.[CH2:1]([CH2:2][C:3]#[CH:4])[OH:5]>>[CH2:1]([CH2:2][C:3]#[C:4][c:7]1[cH:8][cH:9][c:10]([CH:13]2[CH2:14][CH2:15]2)[cH:11][cH:12]1)[OH:5]. The reactants are C(C1=CC=CC=C1)N1N=CC(=C(C1=O)Cl)C1=CC=C(C=C1)S(=O)(=O)C (2-Benzyl-4-chloro-5-[4-(methylsulfonyl)phenyl]-3(2H)-pyridazinone), CC=1C=C(C=CC1C)B(O)O (3,4-dimethylbenzeneboronic acid), [F-].[Cs+] (CsF). The reagents and catalysts are C=1C=CC(=CC1)[P](C=2C=CC=CC2)(C=3C=CC=CC3)[Pd]([P](C=4C=CC=CC4)(C=5C=CC=CC5)C=6C=CC=CC6)([P](C=7C=CC=CC7)(C=8C=CC=CC8)C=9C=CC=CC9)[P](C=1C=CC=CC1)(C=1C=CC=CC1)C=1C=CC=CC1 (tetrakis(triphenylphosphine)palladium). The solvent is O (water), COCCOC (DME). Yields the product C(C1=CC=CC=C1)N1N=CC(=C(C1=O)C1=CC(=C(C=C1)C)C)C1=CC=C(C=C1)S(=O)(=O)C (2-Benzyl-4-(3,4-dimethylphenyl)-5-[4-(methylsulfonyl)phenyl]-3(2H)-pyridazinone). Isolated yield 56.0%. Reaction SMILES: [CH2:1]([N:8]1[C:13](=[O:14])[C:12](Cl)=[C:11]([C:16]2[CH:21]=[CH:20][C:19]([S:22]([CH3:25])(=[O:24])=[O:23])=[CH:18][CH:17]=2)[CH:10]=[N:9]1)[C:2]1[CH:7]=[CH:6][CH:5]=[CH:4][CH:3]=1.[CH3:26][C:27]1[CH:28]=[C:29](B(O)O)[CH:30]=[CH:31][C:32]=1[CH3:33].[F-].[Cs+]>COCCOC.O.C1C=CC([P]([Pd]([P](C2C=CC=CC=2)(C2C=CC=CC=2)C2C=CC=CC=2)([P](C2C=CC=CC=2)(C2C=CC=CC=2)C2C=CC=CC=2)[P](C2C=CC=CC=2)(C2C=CC=CC=2)C2C=CC=CC=2)(C2C=CC=CC=2)C2C=CC=CC=2)=CC=1>[CH2:1]([N:8]1[C:13](=[O:14])[C:12]([C:29]2[CH:30]=[CH:31][C:32]([CH3:33])=[C:27]([CH3:26])[CH:28]=2)=[C:11]([C:16]2[CH:21]=[CH:20][C:19]([S:22]([CH3:25])(=[O:24])=[O:23])=[CH:18][CH:17]=2)[CH:10]=[N:9]1)[C:2]1[CH:7]=[CH:6][CH:5]=[CH:4][CH:3]=1 |f:2.3,^1:49,51,70,89|. Procedure details: 2-Benzyl-4-chloro-5-[4-(methylsulfonyl)phenyl]-3(2H)-pyridazinone (150 mg, 0.4 mmol) prepared in Example 78 was dissolved in anhydrous DME (10 mL) and heated to reflux with 3,4-dimethylbenzeneboronic acid in presence of CsF (146 mg, 0.96 mmol) and tetrakis(triphenylphosphine)palladium (14 mg, 0.012 mmol) for 6 hours. After cooling to room temperature the reaction mixture was diluted with water and extracted with ethyl acetate (100 mL). The organic layer was washed with brine, dried over MgSO4, a... Starting materials: CCC=CCCc1cc(C(=O)OC)cc(OC)c1OC, CCOC(C)=O. Product: CCCCCCc1cc(C(=O)OC)cc(OC)c1OC. As a reaction SMILES: [CH3:1][O:2][C:3]([c:4]1[cH:5][c:6]([CH2:14][CH2:15][CH:16]=[CH:17][CH2:18][CH3:19])[c:7]([O:12][CH3:13])[c:8]([O:10][CH3:11])[cH:9]1)=[O:20].[CH3:21][CH2:22][O:23][C:24]([CH3:25])=[O:26]>>[CH3:1][O:2][C:3]([c:4]1[cH:5][c:6]([CH2:14][CH2:15][CH2:16][CH2:17][CH2:18][CH3:19])[c:7]([O:12][CH3:13])[c:8]([O:10][CH3:11])[cH:9]1)=[O:20]. Reactants: Cc1cc(Br)c2cccc(O)c2n1, [Li]CCCC, C1CCOC1, CO, Cn1ccnc1, C1COCCO1. The product is Cc1cc(-c2nccn2C)c2cccc(O)c2n1. RXN SMILES: [Br:12][c:13]1[cH:14][c:15]([CH3:24])[n:16][c:17]2[c:18]([OH:23])[cH:19][cH:20][cH:21][c:22]12.[CH2:1]([Li:2])[CH2:3][CH2:4][CH3:5].[CH2:27]1[O:28][CH2:29][CH2:30][CH2:31]1.[CH3:25][OH:26].[CH3:6][n:7]1[cH:8][cH:9][n:10][cH:11]1.[O:32]1[CH2:33][CH2:34][O:35][CH2:36][CH2:37]1>>[CH3:6][n:7]1[cH:8][cH:9][n:10][c:11]1-[c:13]1[cH:14][c:15]([CH3:24])[n:16][c:17]2[c:18]([OH:23])[cH:19][cH:20][cH:21][c:22]12.